From a dataset of the Open Reaction Database (ORD), a public repository of structured organic reaction records. describe an organic reaction: reactants, conditions, products, and yield Starting materials: [N+](#[C-])CC(=O)N1CCCC1 (2-Isocyano-1-(pyrrolidin-1-yl)ethanone), O1C(=CC=C1)C=O (2-furaldehyde), [OH-].[K+] (KOH). Solvent: CO (methanol). Product: O1C(=CC=C1)[C@H]1[C@@H](N=CO1)C(=O)N1CCCC1 (trans-(5-(Furan-2-yl)-4,5-dihydrooxazol-4-yl)(pyrrolidin-1-yl)methanone), N1(CCCC1)C=O ((pyrrolidin-1-yl)methanone). The yield is 276.2%. RXN SMILES: [O:1]1[CH:5]=[CH:4][CH:3]=[C:2]1[CH:6]=[O:7].[OH-].[K+].[N+:10]([CH2:12][C:13]([N:15]1[CH2:19][CH2:18][CH2:17][CH2:16]1)=[O:14])#[C-:11]>CO>[O:1]1[CH:5]=[CH:4][CH:3]=[C:2]1[C@@H:6]1[O:7][CH:11]=[N:10][C@H:12]1[C:13]([N:15]1[CH2:19][CH2:18][CH2:17][CH2:16]1)=[O:14].[N:15]1([CH:13]=[O:14])[CH2:19][CH2:18][CH2:17][CH2:16]1 |f:1.2|. Procedure details: BLE 04136D was prepared in accordance with method D using 2-furaldehyde (0.449 mL, 5.42 mmol), KOH (0.276 mg, 4.92 mmol) in methanol (5 mL) and 2-isocyano-1-(pyrrolidin-1-yl)ethanone BLE 04098 (0.75 g, 5.42 mmol). After work-up the residue was purified by column chromatography (SiO2, cyclohexane:EtOAc=100:0 to 0:100) to led, after evaporation, to trans-5-(furan-2-yl)-4,5-dihydrooxazol-4-yl)(pyrrolidin-1-yl)methanone BLE 04138D (0.742 g, 58.5% yield) as a pale yellow oil. Starting materials: CC(=O)Nc1c([N+](=O)[O-])cc(Br)c2c1CCN(C)C2, [NH4+], [OH-], O. Yields the product CN1CCc2c(N)c([N+](=O)[O-])cc(Br)c2C1. RXN SMILES: [Br:1][c:2]1[cH:3][c:4]([N+:17](=[O:18])[O-:19])[c:5]([NH:13][C:14](=[O:15])[CH3:16])[c:6]2[c:11]1[CH2:10][N:9]([CH3:12])[CH2:8][CH2:7]2.[NH4+:21].[OH-:20].[OH2:22]>>[Br:1][c:2]1[cH:3][c:4]([N+:17](=[O:18])[O-:19])[c:5]([NH2:13])[c:6]2[c:11]1[CH2:10][N:9]([CH3:12])[CH2:8][CH2:7]2. Starting materials: CO (MeOH), C1(=CC=CC=C1)C1CCC(CC1)OC1=CC=C(C=C1)C(CC(=O)OC)C=1SC=CC1 ((+/−)-Methyl 3-(4-(4-phenylcyclohexyloxy)phenyl)-3-(thiophen-2-yl)propanoate), [OH-].[Li+] (lithium hydroxide). Solvent: C1CCOC1 (THF). The product is EtOAc hexanes, C1(=CC=CC=C1)C1CCC(CC1)OC1=CC=C(C=C1)C(CC(=O)O)C=1SC=CC1 ((+/−)-3-(4-(4-Phenylcyclohexyloxy)phenyl)-3-(thiophen-2-yl)propanoic acid). Isolated yield 0.0%. As a reaction SMILES: [C:1]1([CH:7]2[CH2:12][CH2:11][CH:10]([O:13][C:14]3[CH:19]=[CH:18][C:17]([CH:20]([C:26]4[S:27][CH:28]=[CH:29][CH:30]=4)[CH2:21][C:22]([O:24]C)=[O:23])=[CH:16][CH:15]=3)[CH2:9][CH2:8]2)[CH:6]=[CH:5][CH:4]=[CH:3][CH:2]=1.[OH-].[Li+].CO>C1COCC1>[C:1]1([CH:7]2[CH2:12][CH2:11][CH:10]([O:13][C:14]3[CH:15]=[CH:16][C:17]([CH:20]([C:26]4[S:27][CH:28]=[CH:29][CH:30]=4)[CH2:21][C:22]([OH:24])=[O:23])=[CH:18][CH:19]=3)[CH2:9][CH2:8]2)[CH:6]=[CH:5][CH:4]=[CH:3][CH:2]=1 |f:1.2|. Reported procedure: Compound 30 (0.048 g, 0.11 mmol) was added to a 1-dram vial and dissolved in a minimal amount of anhydrous THF. An aqueous solution of lithium hydroxide (2 M, 0.3 mL) was added to the vial. MeOH was added dropwise until the layers were miscible. The vial was sealed and placed on a rotating wheel overnight (18 hours). When the reaction was complete, the solvent was concentrated under a flow of nitrogen until only water was left. The mixture was diluted by the addition of ˜1 mL of water. Hydrochlo... Starting materials: COCCN1S(C2=C(C=C1CN1CCOCC1)C=C(S2)S(=O)(=O)N)(=O)=O (2-(2-Methoxyethyl)-3-(4-morpholinylmethyl)-2H-thieno[3,2-e]-1,2-thiazine-6-sulfonamide 1,1-dioxide), Br (HBr). Run in O (water). Product: OCCN1S(C2=C(C=C1CN1CCOCC1)C=C(S2)S(=O)(=O)N)(=O)=O (2-(2-Hydroxyethyl)-3-(4-morpholinylmethyl)-2H-thieno[3,2-e]-1,2-thiazine-6-sulfonamide 1,1-dioxide). Isolated yield 56.4%. As a reaction SMILES: C[O:2][CH2:3][CH2:4][N:5]1[C:10]([CH2:11][N:12]2[CH2:17][CH2:16][O:15][CH2:14][CH2:13]2)=[CH:9][C:8]2[CH:18]=[C:19]([S:21]([NH2:24])(=[O:23])=[O:22])[S:20][C:7]=2[S:6]1(=[O:26])=[O:25].Br>O>[OH:2][CH2:3][CH2:4][N:5]1[C:10]([CH2:11][N:12]2[CH2:17][CH2:16][O:15][CH2:14][CH2:13]2)=[CH:9][C:8]2[CH:18]=[C:19]([S:21]([NH2:24])(=[O:23])=[O:22])[S:20][C:7]=2[S:6]1(=[O:25])=[O:26]. Procedure: A mixture of the product from Step A (1.56 g), 48% HBr(16 mL) and water (4 mL) was heated at reflux temperature for 18 h, evaporated to dryness, mixed with a saturated solution of sodium bicarbonate (60 mL) and extracted with ethyl acetate (2×80 mL). The combined extracts were dried (MgSO4) and evaporated to a residue which was purified by column chromatography (silica, 5% methanol/methylene chloride) to give a firm foam (0.85 g, 56%): mp 104°-108° C. Analysis. Calculated for C13H19N3O6S3 - 0.3H... Starting materials: CC(C)(C)[O-], Cc1cnc([N+](=O)[O-])n1C, CCO, O=Cc1ccccc1, [K+]. Yields the product Cn1c(C=Cc2ccccc2)cnc1[N+](=O)[O-]. As a reaction SMILES: [CH3:19][C:20]([CH3:21])([O-:22])[CH3:23].[CH3:1][n:2]1[c:3]([N+:8](=[O:9])[O-:10])[n:4][cH:5][c:6]1[CH3:7].[CH3:25][CH2:26][OH:27].[CH:11](=[O:12])[c:13]1[cH:14][cH:15][cH:16][cH:17][cH:18]1.[K+:24]>>[CH3:1][n:2]1[c:3]([N+:8](=[O:9])[O-:10])[n:4][cH:5][c:6]1[CH:7]=[CH:11][c:13]1[cH:14][cH:15][cH:16][cH:17][cH:18]1. Reactants: ClCC(=O)N[C@H]1CN2C(OC1)=NC(=C2)[N+](=O)[O-] ((S)-2-chloro-N-(2-nitro-6,7-dihydro-5H-imidazo[2,1-b][1,3]oxazin-6-yl)acetamide), ClC=1C=C(OC2CCNCC2)C=CC1OC(F)(F)F (4-(3-chloro-4-(trifluoromethoxy)phenoxy)piperidine). Product: ClC=1C=C(OC2CCN(CC2)CC(=O)N[C@H]2CN3C(OC2)=NC(=C3)[N+](=O)[O-])C=CC1OC(F)(F)F (2-(4-(3-chloro-4-(trifluoromethoxy)phenoxy)piperidin-1-yl)-N—((S)-6,7-dihydro-2-nitro-5H-imidazo[2,1-b][1,3]oxazin-6-yl)acetamide). The yield is 37.7%. RXN SMILES: Cl[CH2:2][C:3]([NH:5][C@@H:6]1[CH2:11][O:10][C:9]2=[N:12][C:13]([N+:15]([O-:17])=[O:16])=[CH:14][N:8]2[CH2:7]1)=[O:4].[Cl:18][C:19]1[CH:20]=[C:21]([CH:29]=[CH:30][C:31]=1[O:32][C:33]([F:36])([F:35])[F:34])[O:22][CH:23]1[CH2:28][CH2:27][NH:26][CH2:25][CH2:24]1>>[Cl:18][C:19]1[CH:20]=[C:21]([CH:29]=[CH:30][C:31]=1[O:32][C:33]([F:36])([F:34])[F:35])[O:22][CH:23]1[CH2:28][CH2:27][N:26]([CH2:2][C:3]([NH:5][C@@H:6]2[CH2:11][O:10][C:9]3=[N:12][C:13]([N+:15]([O-:17])=[O:16])=[CH:14][N:8]3[CH2:7]2)=[O:4])[CH2:25][CH2:24]1. Procedure: Similar to the manipulation of example 1, with (S)-2-chloro-N-(2-nitro-6,7-dihydro-5H-imidazo[2,1-b][1,3]oxazin-6-yl)acetamide (130 mg, 0.50 mmol) and 4-(3-chloro-4-(trifluoromethoxy)phenoxy)piperidine (295 mg, 1.0 mmol) as crude materials, generated 98 mg title compound, yield was 38%. Starting materials: C(C)C1CCN(CC1)C([C@@H](N)CCCNC(N)=N)=O (4-ethyl-1-(L-arginyl) piperidine), C([O-])([O-])=O.[K+].[K+] (potassium carbonate), COC=1C=C2C=CC(=CC2=CC1OC)S(=O)(=O)Cl (6,7-dimethoxy-2-naphthalenesulfonyl chloride). Solvent: O (water), O1CCOCC1 (dioxane). Conditions: temperature 0 celsius, time 30 minute. Yields the product C(C)(=O)O.C(C)C1CCN(CC1)C([C@@H](NS(=O)(=O)C1=CC2=CC(=C(C=C2C=C1)OC)OC)CCCNC(N)=N)=O (4-ethyl-1-[N2 -(6,7-dimethoxy-2-naphthalenesulfonyl)-L-arginyl]piperidine acetate). Yield: 62.0%. Reaction SMILES: [CH2:1]([CH:3]1[CH2:8][CH2:7][N:6]([C:9](=[O:19])[C@H:10]([CH2:12][CH2:13][CH2:14][NH:15][C:16](=[NH:18])[NH2:17])[NH2:11])[CH2:5][CH2:4]1)[CH3:2].C(=O)([O-])[O-:21].[K+].[K+].[CH3:26][O:27][C:28]1[CH:29]=[C:30]2[C:35](=[CH:36][C:37]=1[O:38][CH3:39])[CH:34]=[C:33]([S:40](Cl)(=[O:42])=[O:41])[CH:32]=[CH:31]2>O.O1CCOCC1>[C:9]([OH:19])(=[O:21])[CH3:10].[CH2:1]([CH:3]1[CH2:4][CH2:5][N:6]([C:9](=[O:19])[C@H:10]([CH2:12][CH2:13][CH2:14][NH:15][C:16](=[NH:17])[NH2:18])[NH:11][S:40]([C:33]2[CH:32]=[CH:31][C:30]3[C:35](=[CH:36][C:37]([O:38][CH3:39])=[C:28]([O:27][CH3:26])[CH:29]=3)[CH:34]=2)(=[O:42])=[O:41])[CH2:7][CH2:8]1)[CH3:2] |f:1.2.3,7.8|. Procedure: To a mixture of 1.00 g (0.0037 mole) of 4-ethyl-1-(L-arginyl) piperidine and 0.61 g (0.0044 mole) of potassium carbonate in 10 ml of water, which had been cooled to 0° C, was added dropwise a solution of 1.25 g (0.0044 mole) of 6,7-dimethoxy-2-naphthalenesulfonyl chloride in 30 ml of dioxane with vigorous stirring over a period of 30 minutes. The reaction mixture was stirred for additional 5 hours at room temperature and the formed precipitate was removed by filtration. The solvent was evaporate... The reactants are ClCC(=O)NC=1SC=C(N1)C(C(=O)O)=NOCC (2-(2-chloroacetamidothiazol-4-yl)-2-ethoxyiminoacetic acid), NC1[C@@H]2N(C(=C(CS2)COC)C(=O)OC(C2=CC=CC=C2)C2=CC=CC=C2)C1=O (benzhydryl 7-amino-3-methoxymethyl-3-cephem-4-carboxylate). Product: ClCC(=O)NC=1SC=C(N1)C(C(=O)NC1[C@@H]2N(C(=C(CS2)COC)C(=O)OC(C2=CC=CC=C2)C2=CC=CC=C2)C1=O)=NOCC (benzhydryl 7-[2-(2-chloroacetamidothiazol-4-yl)-2-ethoxyiminoacetamido]-3-methoxymethyl-3-cephem-4-carboxylate). Yield: 84.0%. Reaction SMILES: [Cl:1][CH2:2][C:3]([NH:5][C:6]1[S:7][CH:8]=[C:9]([C:11](=[N:15][O:16][CH2:17][CH3:18])[C:12]([OH:14])=O)[N:10]=1)=[O:4].[NH2:19][CH:20]1[C:46](=[O:47])[N:22]2[C:23]([C:30]([O:32][CH:33]([C:40]3[CH:45]=[CH:44][CH:43]=[CH:42][CH:41]=3)[C:34]3[CH:39]=[CH:38][CH:37]=[CH:36][CH:35]=3)=[O:31])=[C:24]([CH2:27][O:28][CH3:29])[CH2:25][S:26][C@H:21]12>>[Cl:1][CH2:2][C:3]([NH:5][C:6]1[S:7][CH:8]=[C:9]([C:11](=[N:15][O:16][CH2:17][CH3:18])[C:12]([NH:19][CH:20]2[C:46](=[O:47])[N:22]3[C:23]([C:30]([O:32][CH:33]([C:40]4[CH:41]=[CH:42][CH:43]=[CH:44][CH:45]=4)[C:34]4[CH:39]=[CH:38][CH:37]=[CH:36][CH:35]=4)=[O:31])=[C:24]([CH2:27][O:28][CH3:29])[CH2:25][S:26][C@H:21]23)=[O:14])[N:10]=1)=[O:4]. Procedure details: Following the method of Preparation 3, 225 mg of 2-(2-chloroacetamidothiazol-4-yl)-2-ethoxyiminoacetic acid and 200 mg of benzhydryl 7-amino-3-methoxymethyl-3-cephem-4-carboxylate were reacted to give 280 mg of benzhydryl 7-[2-(2-chloroacetamidothiazol-4-yl)-2-ethoxyiminoacetamido]-3-methoxymethyl-3-cephem-4-carboxylate, in the form of a yellow powder. Starting materials: FC(F)(F)c1cc(Cl)nc(-c2cccnc2)n1, CCn1c(-c2cccc(N)c2)cc(=O)n1-c1ccccc1. Product: CCn1c(-c2cccc(Nc3cc(C(F)(F)F)nc(-c4cccnc4)n3)c2)cc(=O)n1-c1ccccc1. RXN SMILES: [Cl:1][c:2]1[n:3][c:4](-[c:12]2[cH:13][n:14][cH:15][cH:16][cH:17]2)[n:5][c:6]([C:8]([F:9])([F:10])[F:11])[cH:7]1.[NH2:18][c:19]1[cH:20][c:21](-[c:25]2[n:26]([CH2:37][CH3:38])[n:27](-[c:31]3[cH:32][cH:33][cH:34][cH:35][cH:36]3)[c:28](=[O:30])[cH:29]2)[cH:22][cH:23][cH:24]1>>[c:2]1([NH:18][c:19]2[cH:20][c:21](-[c:25]3[n:26]([CH2:37][CH3:38])[n:27](-[c:31]4[cH:32][cH:33][cH:34][cH:35][cH:36]4)[c:28](=[O:30])[cH:29]3)[cH:22][cH:23][cH:24]2)[n:3][c:4](-[c:12]2[cH:13][n:14][cH:15][cH:16][cH:17]2)[n:5][c:6]([C:8]([F:9])([F:10])[F:11])[cH:7]1. The reactants are C1=C(c2c[nH]c3ccncc23)CC2CCCN2C1, C1CCOC1, C[Si](C)(C)[N-][Si](C)(C)C, O=S(=O)(Cl)c1ccc(F)cc1, [Na+]. Product: O=S(=O)(c1ccc(F)cc1)n1cc(C2=CCN3CCCC3C2)c2cnccc21. Reaction SMILES: [CH2:1]1[CH2:2][CH2:3][N:4]2[CH2:5][CH:6]=[C:7]([c:10]3[cH:11][nH:12][c:13]4[cH:14][cH:15][n:16][cH:17][c:18]34)[CH2:8][CH:9]12.[CH2:40]1[O:41][CH2:42][CH2:43][CH2:44]1.[CH3:31][Si:32]([N-:33][Si:34]([CH3:35])([CH3:36])[CH3:37])([CH3:38])[CH3:39].[F:19][c:20]1[cH:21][cH:22][c:23]([S:26](=[O:27])(=[O:28])[Cl:29])[cH:24][cH:25]1.[Na+:30]>>[CH2:1]1[CH2:2][CH2:3][N:4]2[CH2:5][CH:6]=[C:7]([c:10]3[cH:11][n:12]([S:26]([c:23]4[cH:22][cH:21][c:20]([F:19])[cH:25][cH:24]4)(=[O:27])=[O:28])[c:13]4[cH:14][cH:15][n:16][cH:17][c:18]34)[CH2:8][CH:9]12.